This data is from the Open Reaction Database (ORD), a public repository of structured organic reaction records. The task is: describe an organic reaction: reactants, conditions, products, and yield Reactants: O=C([O-])[O-], CCO, Cl, CC(=O)Nc1c(F)c(C)c(F)c(F)c1[N+](=O)[O-], [K+], [K+]. Product: Cc1c(F)c(N)c([N+](=O)[O-])c(F)c1F. As a reaction SMILES: [C:19](=[O:20])([O-:21])[O-:22].[CH3:25][CH2:26][OH:27].[ClH:18].[F:1][c:2]1[c:3]([NH:4][C:5](=[O:6])[CH3:7])[c:8]([N+:15](=[O:16])[O-:17])[c:9]([F:14])[c:10]([F:13])[c:11]1[CH3:12].[K+:23].[K+:24]>>[F:1][c:2]1[c:3]([NH2:4])[c:8]([N+:15](=[O:16])[O-:17])[c:9]([F:14])[c:10]([F:13])[c:11]1[CH3:12]. Starting materials: Cl (HCl), C(C)OC(=O)C1=CC(=NO1)C1=CC=C(C=C1)OCC1=CC(=CC=C1)F (3-[4-(3-Fluoro-benzyloxy)-phenyl]-isoxazole-5-carboxylic acid ethyl ester), C(C)OC(=O)C1=CC(=NO1)C1=CC=C(C=C1)OCC1=CC(=CC=C1)F (3-[4-(3-Fluoro-benzyloxy)-phenyl]-isoxazole-5-carboxylic acid ethyl ester), [OH-].[K+] (KOH). Solvent: C1CCOC1 (THF). Yields the product FC=1C=C(COC2=CC=C(C=C2)C2=NOC(=C2)C(=O)O)C=CC1 (3-[4-(3-fluoro-benzyloxy)-phenyl]-isoxazole-5-carboxylic acid). Isolated yield 93.6%. RXN SMILES: C([O:3][C:4]([C:6]1[O:10][N:9]=[C:8]([C:11]2[CH:16]=[CH:15][C:14]([O:17][CH2:18][C:19]3[CH:24]=[CH:23][CH:22]=[C:21]([F:25])[CH:20]=3)=[CH:13][CH:12]=2)[CH:7]=1)=[O:5])C.[OH-].[K+].Cl>C1COCC1>[F:25][C:21]1[CH:20]=[C:19]([CH:24]=[CH:23][CH:22]=1)[CH2:18][O:17][C:14]1[CH:15]=[CH:16][C:11]([C:8]2[CH:7]=[C:6]([C:4]([OH:5])=[O:3])[O:10][N:9]=2)=[CH:12][CH:13]=1 |f:1.2|. Procedure details: 3-[4-(3-Fluoro-benzyloxy)-phenyl]-isoxazole-5-carboxylic acid ethyl ester (which may be prepared as described in Preparation of Intermediate 4; 500 mg, 1.47 mmol) was dissolved in THF (5 mL), and 0.5 M aqueous KOH (12 mL, 1 mmol) was added. The reaction mixture was heated at reflux, cooled to room temperature, and then to 0° C. The mixture was acidified by the addition of 4 M aqueous HCl (10 mL). The resulting solid was filtered off and washed with cold H2O to give 3-[4-(3-fluoro-benzyloxy)-phen... Reactants: COC(C1=C(C(=CC(=C1)F)C)I)=O (5-fluoro-2-iodo-3-methyl-benzoic acid methyl ester), [H-].C(C(C)C)[Al+]CC(C)C (diisobutyl aluminium hydride), O.O.O.O.C(=O)([O-])C(O)C(O)C(=O)[O-].[Na+].[K+] (potassium sodium tartrate tetrahydrate), CO (methanol). Run in ClCCl (dichloromethane). Run at time 30 minute. Yields the product FC=1C=C(C(=C(C1)CO)I)C ((5-fluoro-2-iodo-3-methyl-phenyl)methanol). The yield is 70.6%. RXN SMILES: C[O:2][C:3](=O)[C:4]1[CH:9]=[C:8]([F:10])[CH:7]=[C:6]([CH3:11])[C:5]=1[I:12].[H-].C([Al+]CC(C)C)C(C)C.CO.O.O.O.O.C(C(C(C([O-])=O)O)O)([O-])=O.[Na+].[K+]>ClCCl>[F:10][C:8]1[CH:7]=[C:6]([CH3:11])[C:5]([I:12])=[C:4]([CH2:3][OH:2])[CH:9]=1 |f:1.2,4.5.6.7.8.9.10|. Reported procedure: To a solution of 5-fluoro-2-iodo-3-methyl-benzoic acid methyl ester (11.2 g) in dichloromethane (80 mL) was added dropwise over 25 minutes diisobutyl aluminium hydride (113 mL, 1.02 mol/L hexane solution) at −78° C., and the mixture was stirred at the same temperature for 30 minutes. To the reaction mixture was added dropwise methanol (10 mL) at the same temperature, and the mixture was stirred for 10 minutes. To the reaction mixture was added a saturated potassium sodium tartrate tetrahydrate a... Reactants: O=C([O-])O, CNCc1cc(C(=O)Nc2nc3c(OC)ccc(N4CCOCC4)c3s2)ccn1, CO, COC(=O)Cl, ClCCl, [Na+], c1ccncc1. Yields the product COC(=O)N(C)Cc1cc(C(=O)Nc2nc3c(OC)ccc(N4CCOCC4)c3s2)ccn1. RXN SMILES: [C:41](=[O:42])([O-:43])[OH:44].[CH3:1][O:2][c:3]1[cH:4][cH:5][c:6]([N:24]2[CH2:25][CH2:26][O:27][CH2:28][CH2:29]2)[c:7]2[c:8]1[n:9][c:10]([NH:12][C:13]([c:14]1[cH:15][c:16]([CH2:20][NH:21][CH3:22])[n:17][cH:18][cH:19]1)=[O:23])[s:11]2.[CH3:46][OH:47].[Cl:30][C:31](=[O:32])[O:33][CH3:34].[Cl:48][CH2:49][Cl:50].[Na+:45].[cH:35]1[cH:36][cH:37][n:38][cH:39][cH:40]1>>[CH3:1][O:2][c:3]1[cH:4][cH:5][c:6]([N:24]2[CH2:25][CH2:26][O:27][CH2:28][CH2:29]2)[c:7]2[c:8]1[n:9][c:10]([NH:12][C:13]([c:14]1[cH:15][c:16]([CH2:20][N:21]([CH3:22])[C:31](=[O:32])[O:33][CH3:34])[n:17][cH:18][cH:19]1)=[O:23])[s:11]2. Reactants: CC(C)(C)OC(=O)CNC(=O)C1=C(O)c2ccc(O)c(F)c2C(C)(C)C1=O, O=C(O)C(F)(F)F. Product: CC1(C)C(=O)C(C(=O)NCC(=O)O)=C(O)c2ccc(O)c(F)c21. As a reaction SMILES: [F:1][c:2]1[c:3]([OH:27])[cH:4][cH:5][c:6]2[c:11]1[C:10]([CH3:12])([CH3:13])[C:9](=[O:14])[C:8]([C:15](=[O:16])[NH:17][CH2:18][C:19](=[O:20])[O:21][C:22]([CH3:23])([CH3:24])[CH3:25])=[C:7]2[OH:26].[F:28][C:29]([F:30])([F:31])[C:32]([OH:33])=[O:34]>>[F:1][c:2]1[c:3]([OH:27])[cH:4][cH:5][c:6]2[c:11]1[C:10]([CH3:12])([CH3:13])[C:9](=[O:14])[C:8]([C:15](=[O:16])[NH:17][CH2:18][C:19](=[O:20])[OH:21])=[C:7]2[OH:26]. The yield is 73.6%. Procedure details: To a stirred solution of 25 parts of 3-methyl-2,4-imidazolidinedione in 198 parts of N,N-dimethylformamide were added portionwise 1.6 parts of a sodium hydride dispersion 50% under nitrogen atmosphere (exothermic reaction, cooling). Upon complete addition, stirring was continued for 1 hour at room temperature. 45.5 Parts of 1,2-dibromoethane were added dropwise. Upon completion, the whole was stirred for 2 days at room temperature. The reaction mixture was evaporated and the residue was taken up... Reactants: 25, CN1C(NCC1=O)=O (3-methyl-2,4-imidazolidinedione), [H-].[Na+] (sodium hydride), CN(C=O)C (N,N-dimethylformamide), BrCCBr (1,2-dibromoethane). Yields the product 35.8, BrCCN1C(N(CC1=O)C)=O (3-(2-bromoethyl)-1-methyl-2,4-imidazolidinedione). As a reaction SMILES: [CH3:1][N:2]1[C:6](=[O:7])[CH2:5][NH:4][C:3]1=[O:8].[H-].[Na+].[Br:11][CH2:12]CBr.[CH3:15]N(C)C=O>>[Br:11][CH2:12][CH2:1][N:2]1[C:6](=[O:7])[CH2:5][N:4]([CH3:15])[C:3]1=[O:8] |f:1.2|. Reaction conditions: time 1 hour. Reactants: C(CCCCCCCCCCCCCCC)=O (hexadecanal), BrCC(=O)OC(C)(C)C (tertbutyl bromoacetate). Reagents/catalysts: [Zn] (zinc). Product: OC(CC(=O)OC(C)(C)C)CCCCCCCCCCCCCCC (tert-butyl 3-hydroxyoctadecanoate). RXN SMILES: [CH:1](=[O:17])[CH2:2][CH2:3][CH2:4][CH2:5][CH2:6][CH2:7][CH2:8][CH2:9][CH2:10][CH2:11][CH2:12][CH2:13][CH2:14][CH2:15][CH3:16].Br[CH2:19][C:20]([O:22][C:23]([CH3:26])([CH3:25])[CH3:24])=[O:21]>[Zn]>[OH:17][CH:1]([CH2:2][CH2:3][CH2:4][CH2:5][CH2:6][CH2:7][CH2:8][CH2:9][CH2:10][CH2:11][CH2:12][CH2:13][CH2:14][CH2:15][CH3:16])[CH2:19][C:20]([O:22][C:23]([CH3:26])([CH3:25])[CH3:24])=[O:21]. Procedure details: The reaction of hexadecanal (1.2 g) and tertbutyl bromoacetate (1.56 g) was carried out under the presence of activated zinc (0.59 g) according to similar manner to that of Preparation 1-(1) to afford an oil of tert-butyl 3-hydroxyoctadecanoate. The reactants are BrC=1C=C(C(=C(C(=O)OC)C1)C)NC(C)C (methyl 5-bromo-3-(isopropylamino)-2-methylbenzoate), C(=O)([O-])[O-].[Cs+].[Cs+] (Cs2CO3), CI (methyl iodide). Run in C(C)#N (acetonitrile). Reaction conditions: temperature 80 celsius, time 4 hour. Product: BrC=1C=C(C(=C(C(=O)OC)C1)C)N(C)C(C)C (methyl 5-bromo-3-(isopropyl(methyl)amino)-2-methylbenzoate). RXN SMILES: [Br:1][C:2]1[CH:3]=[C:4]([NH:13][CH:14]([CH3:16])[CH3:15])[C:5]([CH3:12])=[C:6]([CH:11]=1)[C:7]([O:9][CH3:10])=[O:8].[C:17]([O-])([O-])=O.[Cs+].[Cs+].CI>C(#N)C>[Br:1][C:2]1[CH:3]=[C:4]([N:13]([CH:14]([CH3:16])[CH3:15])[CH3:17])[C:5]([CH3:12])=[C:6]([CH:11]=1)[C:7]([O:9][CH3:10])=[O:8] |f:1.2.3|. Procedure: To a stirred solution of methyl 5-bromo-3-(isopropylamino)-2-methylbenzoate (0.5 g, 1.75 mmol) in acetonitrile (10 mL), Cs2CO3 (1.02 g, 2.63 mmol) and methyl iodide (1.45 g, 3.5 mmol) were added to it. The resulting reaction mixture was stirred at 80° C. for 4 h. Upon completion, the solvent was removed under reduced pressure and residue dissolved in water and extracted with ethyl acetate. Crude material obtained was purified by column chromatography over silica gel affording the desired compoun... The product is COC(=O)c1ccc(CNCc2ccc(O)cc2)cc1. As a reaction SMILES: [BH4-:22].[CH3:29][CH2:30][OH:31].[NH2:1][CH2:2][c:3]1[cH:4][cH:5][c:6]([C:7](=[O:8])[O:9][CH3:10])[cH:11][cH:12]1.[Na+:23].[Na+:24].[OH:13][c:14]1[cH:15][cH:16][c:17]([CH:18]=[O:19])[cH:20][cH:21]1.[OH:25][C:26](=[O:27])[O-:28]>>[NH:1]([CH2:2][c:3]1[cH:4][cH:5][c:6]([C:7](=[O:8])[O:9][CH3:10])[cH:11][cH:12]1)[CH2:18][c:17]1[cH:16][cH:15][c:14]([OH:13])[cH:21][cH:20]1. Starting materials: [BH4-], CCO, COC(=O)c1ccc(CN)cc1, [Na+], [Na+], O=Cc1ccc(O)cc1, O=C([O-])O. Reactants: OCCSCC1=NC=CC(=N1)N (2-(2-hydroxyethylthiomethyl)-4-aminopyrimidine), CC(=O)O (HOAc). The solvent is C(C)(=O)OC(C)=O (acetic anhydride). Procedure: A mixture of 2-(2-hydroxyethylthiomethyl)-4-aminopyrimidine (1.5 g.) in HOAc (5 ml.) and acetic anhydride (5 ml.) was stirred at 25° for 16 hours. The solvent was evaporated in vacuo to give 2-(2-acetoxyethylthiomethyl)-4-aminopyrimidine as a gum which was used without further purification. RXN SMILES: [OH:1][CH2:2][CH2:3][S:4][CH2:5][C:6]1[N:11]=[C:10]([NH2:12])[CH:9]=[CH:8][N:7]=1.[CH3:13][C:14](O)=[O:15]>C(OC(=O)C)(=O)C>[C:14]([O:1][CH2:2][CH2:3][S:4][CH2:5][C:6]1[N:11]=[C:10]([NH2:12])[CH:9]=[CH:8][N:7]=1)(=[O:15])[CH3:13]. Conditions: time 16 hour. Product: C(C)(=O)OCCSCC1=NC=CC(=N1)N (2-(2-acetoxyethylthiomethyl)-4-aminopyrimidine).